The task is: describe an organic reaction: reactants, conditions, products, and yield. This data is from the Open Reaction Database (ORD), a public repository of structured organic reaction records. Reactants: O (water), [N+](=O)([O-])C (Nitromethane), C([O-])([O-])=O.[K+].[K+] (potassium carbonate), C(C)(C)(C)OC(C1=C(C=C(C=C1)C(\C=C(\C(F)(F)F)/C1=CC(=CC(=C1)Cl)Cl)=O)C)=O (4-[(E)-3-(3,5-Dichloro-phenyl)-4,4,4-trifluoro-but-2-enoyl]-2-methyl-benzoic acid tert-butyl ester). The solvent is C1(=CC=CC=C1)C (toluene). Conditions: temperature 50 celsius, time 24 hour. The product is C(C)(C)(C)OC(C1=C(C=C(C=C1)C(C[C@](C(F)(F)F)(C[N+](=O)[O-])C1=CC(=CC(=C1)Cl)Cl)=O)C)=O (4-[(R)-3-(3,5-dichloro-phenyl)-4,4,4-trifluoro-3-nitromethyl-butyryl]-2-methyl-benzoic acid tert-butyl ester). Yield: 60.0%. RXN SMILES: [C:1]([O:5][C:6](=[O:30])[C:7]1[CH:12]=[CH:11][C:10]([C:13](=[O:28])/[CH:14]=[C:15](\[C:20]2[CH:25]=[C:24]([Cl:26])[CH:23]=[C:22]([Cl:27])[CH:21]=2)/[C:16]([F:19])([F:18])[F:17])=[CH:9][C:8]=1[CH3:29])([CH3:4])([CH3:3])[CH3:2].[N+:31]([CH3:34])([O-:33])=[O:32].C(=O)([O-])[O-].[K+].[K+].O>C1(C)C=CC=CC=1>[C:1]([O:5][C:6](=[O:30])[C:7]1[CH:12]=[CH:11][C:10]([C:13](=[O:28])[CH2:14][C@@:15]([C:20]2[CH:25]=[C:24]([Cl:26])[CH:23]=[C:22]([Cl:27])[CH:21]=2)([CH2:34][N+:31]([O-:33])=[O:32])[C:16]([F:17])([F:19])[F:18])=[CH:9][C:8]=1[CH3:29])([CH3:4])([CH3:3])[CH3:2] |f:2.3.4|. Procedure: Alternatively, 4-[(E)-3-(3,5-Dichloro-phenyl)-4,4,4-trifluoro-but-2-enoyl]-2-methyl-benzoic acid tert-butyl ester (0.075 g, 0.163 mmol) and antracen-9-yl-methyl quininium bromide (0.020 g, 0.034 mmol) were dissolved in toluene (2.0 ml). Nitromethane (10 molar equivalents) and potassium carbonate (0.025 g, 0.181 mmol) were added and the resulting suspension was stirred at 50° C. for 24 h. The reaction mixture was cooled to room temperature and water was added. The resulting mixture was extracted ... Reactants: C1(CCCCC12CCCCC2)=O (spiro[5.5]undecan-1-one), crude product, BrC1C(CCC(C1)C(C)C)=O (2-bromo-4-isopropyl-cyclohexanone). Product: BrC1C(C2(CCC1)CCCCC2)=O (2-bromo-spiro[5,5]undecan-1-one). Reaction SMILES: [C:1]1(=[O:12])[C:6]2([CH2:11][CH2:10][CH2:9][CH2:8][CH2:7]2)[CH2:5][CH2:4][CH2:3][CH2:2]1.[Br:13]C1CC(C(C)C)CCC1=O>>[Br:13][CH:2]1[CH2:3][CH2:4][CH2:5][C:6]2([CH2:7][CH2:8][CH2:9][CH2:10][CH2:11]2)[C:1]1=[O:12]. Reported procedure: The bromination of spiro[5.5]undecan-1-one takes place in a manner similar to that described above for the preparation of 2-bromo-4-isopropyl-cyclohexanone. The title compound is reacted as a crude product without further characterization. Starting materials: C(=O)N1CC(C2=C3C(=CC=C12)OCC3)CCNC(CC)=O (N-[2-(6-formyl-1,6,7,8-tetrahydro-2H-furo[3,2-e]indol-8-yl)ethyl]propionamide), Cl.C(C)O (hydrogen chloride ethanol). Run in C(C)O (ethanol). Reaction conditions: temperature 80 celsius, time 1.5 hour. Yields the product C1COC=2C1=C1C(CNC1=CC2)CCNC(CC)=O (N-[2-(1,6,7,8-tetrahydro-2H-furo[3,2-e]indol-8-yl)ethyl]propionamide). Reaction SMILES: C([N:3]1[C:11]2[C:6](=[C:7]3[CH2:14][CH2:13][O:12][C:8]3=[CH:9][CH:10]=2)[CH:5]([CH2:15][CH2:16][NH:17][C:18](=[O:21])[CH2:19][CH3:20])[CH2:4]1)=O.Cl.C(O)C>C(O)C>[CH2:14]1[C:7]2=[C:6]3[C:11](=[CH:10][CH:9]=[C:8]2[O:12][CH2:13]1)[NH:3][CH2:4][CH:5]3[CH2:15][CH2:16][NH:17][C:18](=[O:21])[CH2:19][CH3:20] |f:1.2|. Procedure: To a solution of N-[2-(6-formyl-1,6,7,8-tetrahydro-2H-furo[3,2-e]indol-8-yl)ethyl]propionamide (0.18 g, 0.62 mmol.) in ethanol (5 mL) was added saturated hydrogen chloride/ethanol (15 mL). The mixture was stirred for 1.5 hours at 80° C. and then cooled. The solvent was removed in vacuo to afford the title compound as an amorphous product. Starting materials: CCOC(=O)COc1ccc(C2(C(CC(C)C)NC(=O)OC(C)(C)C)CCC2)cc1, ClCCl, O=C(O)C(F)(F)F. Product: CCOC(=O)COc1ccc(C2(C(N)CC(C)C)CCC2)cc1. RXN SMILES: [C:1]([O:2][C:3](=[O:4])[NH:8][CH:9]([CH2:10][CH:11]([CH3:12])[CH3:13])[C:14]1([c:18]2[cH:19][cH:20][c:21]([O:22][CH2:23][C:24](=[O:25])[O:26][CH2:27][CH3:28])[cH:29][cH:30]2)[CH2:15][CH2:16][CH2:17]1)([CH3:5])([CH3:6])[CH3:7].[Cl:38][CH2:39][Cl:40].[OH:31][C:32]([C:33]([F:34])([F:35])[F:36])=[O:37]>>[NH2:8][CH:9]([CH2:10][CH:11]([CH3:12])[CH3:13])[C:14]1([c:18]2[cH:19][cH:20][c:21]([O:22][CH2:23][C:24](=[O:25])[O:26][CH2:27][CH3:28])[cH:29][cH:30]2)[CH2:15][CH2:16][CH2:17]1. Starting materials: C(C)(C)(C)OC(=O)N1CCC(CC1)(C)COS(=O)(=O)C (4-methanesulfonyloxymethyl-4-methylpiperidine-1-carboxylic acid tert-butyl ester), [C-]#N.[K+] (potassium cyanide). The solvent is CS(=O)C (DMSO), CCOC(=O)C (EtOAc), O (water). Conditions: temperature 130 celsius. Product: C(C)(C)(C)OC(=O)N1CCC(CC1)(C)CC#N (4-cyanomethyl-4-methylpiperidine-1-carboxylic acid tert-butyl ester). The yield is 77.2%. Reaction SMILES: [C:1]([O:5][C:6]([N:8]1[CH2:13][CH2:12][C:11]([CH2:15]OS(C)(=O)=O)([CH3:14])[CH2:10][CH2:9]1)=[O:7])([CH3:4])([CH3:3])[CH3:2].[C-:21]#[N:22].[K+]>CS(C)=O.CCOC(C)=O.O>[C:1]([O:5][C:6]([N:8]1[CH2:13][CH2:12][C:11]([CH2:15][C:21]#[N:22])([CH3:14])[CH2:10][CH2:9]1)=[O:7])([CH3:4])([CH3:3])[CH3:2] |f:1.2|. Procedure details: To 4-methanesulfonyloxymethyl-4-methylpiperidine-1-carboxylic acid tert-butyl ester (0.440 g, 1.43 mmol) dissolved in DMSO (3 mL) is added potassium cyanide (0.373 g, 5.73 mmol). The mixture is heated to 130° C. for 18 hours. The reaction mixture is cooled and diluted with EtOAc and water. The organic layer is concentrated, taken up in MeOH and concentrated again to give the title compound as a brown oil (263 mg, 77% yield). Starting materials: NC=1C=CC2=C(OCC3=C(C2=O)C=CC(=C3)[N+](=O)[O-])C1 (3-Amino-8-nitro-6H-dibenzo[b,e]oxepin-11-one), CC(C)(C)[O-].[K+] (KOt-Bu), ClC1=C(C=C(C=C1)C(F)(F)F)[N+](=O)[O-] (4-chloro-3-nitro-benzotrifluoride), C1(CCCCC1)P(C1=C(C=CC=C1)C1=C(C=C(C=C1C(C)C)C(C)C)C(C)C)C1CCCCC1 (2-(dicyclohexylphosphino)-2′,4′,6′-triisopropylbiphenyl). The reagents and catalysts are CC(=O)[O-].CC(=O)[O-].[Pd+2] (Pd(OAc)2). Run in C1(=CC=CC=C1)C (toluene), CC(C)(C)O (t-BuOH). Conditions: temperature 100 celsius. Yields the product [N+](=O)([O-])C1=CC2=C(C(C3=C(OC2)C=C(C=C3)NC3=C(C=C(C=C3)C(F)(F)F)[N+](=O)[O-])=O)C=C1 (8-Nitro-3-(2-nitro-4-trifluoromethylphenylamino)-6H-dibenzo[b,e]oxepin-11-one). RXN SMILES: [NH2:1][C:2]1[CH:3]=[CH:4][C:5]2[C:11](=[O:12])[C:10]3[CH:13]=[CH:14][C:15]([N+:17]([O-:19])=[O:18])=[CH:16][C:9]=3[CH2:8][O:7][C:6]=2[CH:20]=1.Cl[C:22]1[CH:27]=[CH:26][C:25]([C:28]([F:31])([F:30])[F:29])=[CH:24][C:23]=1[N+:32]([O-:34])=[O:33].C1(P(C2CCCCC2)C2C=CC=CC=2C2C(C(C)C)=CC(C(C)C)=CC=2C(C)C)CCCCC1.CC([O-])(C)C.[K+]>C1(C)C=CC=CC=1.CC([O-])=O.CC([O-])=O.[Pd+2].CC(O)(C)C>[N+:17]([C:15]1[CH:14]=[CH:13][C:10]2[C:11](=[O:12])[C:5]3[CH:4]=[CH:3][C:2]([NH:1][C:22]4[CH:27]=[CH:26][C:25]([C:28]([F:31])([F:29])[F:30])=[CH:24][C:23]=4[N+:32]([O-:34])=[O:33])=[CH:20][C:6]=3[O:7][CH2:8][C:9]=2[CH:16]=1)([O-:19])=[O:18] |f:3.4,6.7.8|. Procedure details: In accordance with general method Z, 0.70 g (2.60 mmol) of (6), 0.55 g (3.05 mmol) of 4-chloro-3-nitro-benzotrifluoride, 2 spatula tips of Pd(OAc)2, 0.10 g of 2-(dicyclohexylphosphino)-2′,4′,6′-triisopropylbiphenyl (phosphine ligand), 0.50 g of KOt-Bu, 2.0 ml of t-BuOH are weighed out and dissolved in 10 ml of toluene (anhydrous). The mixture is refluxed at 100° C. under an argon atmosphere for 4 h. The crude product is purified by chromatography over silica gel with n-hexane/ethyl acetate (5/2)... Starting materials: Cc1nccc2ccccc12, CC(=O)O, CC(C)=O, CC(C)O, Cl, O=Cc1cccc(F)c1. The product is Fc1cccc(C=Cc2nccc3ccccc23)c1. Reaction SMILES: [CH3:1][c:2]1[n:3][cH:4][cH:5][c:6]2[cH:7][cH:8][cH:9][cH:10][c:11]12.[CH3:21][C:22](=[O:23])[OH:24].[CH3:30][C:31](=[O:32])[CH3:33].[CH:26]([OH:27])([CH3:28])[CH3:29].[ClH:25].[F:12][c:13]1[cH:14][c:15]([CH:16]=[O:17])[cH:18][cH:19][cH:20]1>>[CH:1]([c:2]1[n:3][cH:4][cH:5][c:6]2[cH:7][cH:8][cH:9][cH:10][c:11]12)=[CH:16][c:15]1[cH:14][c:13]([F:12])[cH:20][cH:19][cH:18]1. Starting materials: CO, COC1=CC(=O)NCC1, COCCOC, Cc1c(CCl)ncn1C(c1ccccc1)(c1ccccc1)c1ccccc1, [H-], [Na+]. The product is COC1=CC(=O)N(Cc2ncn(C(c3ccccc3)(c3ccccc3)c3ccccc3)c2C)CC1. RXN SMILES: [CH3:39][OH:40].[CH3:3][O:4][C:5]1=[CH:6][C:7](=[O:11])[NH:8][CH2:9][CH2:10]1.[CH3:41][O:42][CH2:43][CH2:44][O:45][CH3:46].[Cl:12][CH2:13][c:14]1[n:15][cH:16][n:17]([C:20]([c:21]2[cH:22][cH:23][cH:24][cH:25][cH:26]2)([c:27]2[cH:28][cH:29][cH:30][cH:31][cH:32]2)[c:33]2[cH:34][cH:35][cH:36][cH:37][cH:38]2)[c:18]1[CH3:19].[H-:1].[Na+:2]>>[CH3:3][O:4][C:5]1=[CH:6][C:7](=[O:11])[N:8]([CH2:13][c:14]2[n:15][cH:16][n:17]([C:20]([c:21]3[cH:22][cH:23][cH:24][cH:25][cH:26]3)([c:27]3[cH:28][cH:29][cH:30][cH:31][cH:32]3)[c:33]3[cH:34][cH:35][cH:36][cH:37][cH:38]3)[c:18]2[CH3:19])[CH2:9][CH2:10]1. Starting materials: Cc1cc(-c2ccc(C(F)(F)F)cc2)nc(-n2cnc(-c3ccc(S(=O)(=O)NC(C)(C)C)cc3)c2)n1, ClCCl, O=C(O)C(F)(F)F. Yields the product Cc1cc(-c2ccc(C(F)(F)F)cc2)nc(-n2cnc(-c3ccc(S(N)(=O)=O)cc3)c2)n1. Reaction SMILES: [C:1]([CH3:2])([CH3:3])([CH3:4])[NH:5][S:6](=[O:7])(=[O:8])[c:9]1[cH:10][cH:11][c:12](-[c:15]2[n:16][cH:17][n:18](-[c:20]3[n:21][c:22](-[c:27]4[cH:28][cH:29][c:30]([C:33]([F:34])([F:35])[F:36])[cH:31][cH:32]4)[cH:23][c:24]([CH3:26])[n:25]3)[cH:19]2)[cH:13][cH:14]1.[Cl:44][CH2:45][Cl:46].[F:37][C:38]([F:39])([F:40])[C:41]([OH:42])=[O:43]>>[NH2:5][S:6](=[O:7])(=[O:8])[c:9]1[cH:10][cH:11][c:12](-[c:15]2[n:16][cH:17][n:18](-[c:20]3[n:21][c:22](-[c:27]4[cH:28][cH:29][c:30]([C:33]([F:34])([F:35])[F:36])[cH:31][cH:32]4)[cH:23][c:24]([CH3:26])[n:25]3)[cH:19]2)[cH:13][cH:14]1. Reactants: Cc1cc(Br)ccc1O, O=C([O-])[O-], CCCOCCCl, [I-], [K+], [K+], [Na+], CN(C)C=O, O. Yields the product CCCOCCOc1ccc(Br)cc1C. Reaction SMILES: [Br:1][c:2]1[cH:3][c:4]([CH3:9])[c:5]([OH:8])[cH:6][cH:7]1.[C:10](=[O:11])([O-:12])[O-:13].[Cl:18][CH2:19][CH2:20][O:21][CH2:22][CH2:23][CH3:24].[I-:17].[K+:14].[K+:15].[Na+:16].[O:25]=[CH:26][N:27]([CH3:28])[CH3:29].[OH2:30]>>[Br:1][c:2]1[cH:3][c:4]([CH3:9])[c:5]([O:8][CH2:19][CH2:20][O:21][CH2:22][CH2:23][CH3:24])[cH:6][cH:7]1.